This data is from the Open Reaction Database (ORD), a public repository of structured organic reaction records. The task is: describe an organic reaction: reactants, conditions, products, and yield Starting materials: ice water, CC1(CCC(C2=CC=CC=C12)(C)C)C (1,1,4,4-tetramethyl-1,2,3,4-tetrahydro naphthalene), CC1C(=O)OC(C1)=O (methylsuccinic anhydride), [Cl-].[Al+3].[Cl-].[Cl-] (aluminum chloride). Run in ClCCCl (1,2-dichloroethane). Reaction conditions: time 3 hour. Yields the product CC1(C=2C=CC(=CC2C(CC1)(C)C)C(CC(C(=O)O)C)=O)C (4-(5,5,8,8-tetramethyl-5,6,7,8-tetrahydro- 2-naphthyl)-4-oxo-2-methyl butyric acid). Isolated yield 34.2%. Reaction SMILES: [CH3:1][C:2]1([CH3:14])[C:11]2[C:6](=[CH:7][CH:8]=[CH:9][CH:10]=2)[C:5]([CH3:13])([CH3:12])[CH2:4][CH2:3]1.[CH3:15][CH:16]1[CH2:21][C:20](=[O:22])[O:19][C:17]1=[O:18].[Cl-].[Al+3].[Cl-].[Cl-]>ClCCCl>[CH3:1][C:2]1([CH3:14])[CH2:3][CH2:4][C:5]([CH3:13])([CH3:12])[C:6]2[CH:7]=[C:8]([C:20](=[O:22])[CH2:21][CH:16]([CH3:15])[C:17]([OH:19])=[O:18])[CH:9]=[CH:10][C:11]1=2 |f:2.3.4.5|. Procedure details: To a solution of 37.7 g (0.2 mole) of 1,1,4,4-tetramethyl-1,2,3,4-tetrahydro naphthalene and 22.82 g (0.2 mole) of methylsuccinic anhydride in 250 cm3 of anhydrous 1,2-dichloroethane, there are added, by portions, over a period of about 1 hour, 53.3 g (0.4 mole) of anhydrous aluminum chloride in a manner to maintain the temperature lower than or equal to 30° C. After stirring for 3 hours at ambient temperature, the reaction mixture is poured into 200 cm3 of ice water. The organic phase is decant...